The task is: describe an organic reaction: reactants, conditions, products, and yield. This data is from the Open Reaction Database (ORD), a public repository of structured organic reaction records. The reactants are FC(S(=O)(=O)O)(F)F (trifluoromethane sulphonic acid), N1=CC=C(C=C1)CCC1=CNC2=CC=CC=C12 (3-(2-pyridin-4-ylethyl)-1H-indole), CNC1(CCC(CC1)=O)C1=CC=CC=C1 (4-(methylamino)-4-phenylcyclohexanone). The solvent is ClCCl (dichloromethane). Reaction conditions: time 64 hour. Yields the product CNC1(CCC(CC1)(C=1NC2=CC=CC=C2C1CCC1=CC=NC=C1)C=1NC2=CC=CC=C2C1CCC1=CC=NC=C1)C1=CC=CC=C1 (N-methyl-1-phenyl-4,4-bis(3-(2-(pyridin-4-yl)ethyl)-1H-indol-2-yl)cyclohexanamine). As a reaction SMILES: [N:1]1[CH:6]=[CH:5][C:4]([CH2:7][CH2:8][C:9]2[C:17]3[C:12](=[CH:13][CH:14]=[CH:15][CH:16]=3)[NH:11][CH:10]=2)=[CH:3][CH:2]=1.[CH3:18][NH:19][C:20]1([C:27]2[CH:32]=[CH:31][CH:30]=[CH:29][CH:28]=2)[CH2:25][CH2:24][C:23](=O)[CH2:22][CH2:21]1.FC(F)(F)S(O)(=O)=O>ClCCl>[CH3:18][NH:19][C:20]1([C:27]2[CH:32]=[CH:31][CH:30]=[CH:29][CH:28]=2)[CH2:25][CH2:24][C:23]([C:10]2[NH:11][C:12]3[C:17]([C:9]=2[CH2:8][CH2:7][C:4]2[CH:3]=[CH:2][N:1]=[CH:6][CH:5]=2)=[CH:16][CH:15]=[CH:14][CH:13]=3)([C:10]2[NH:11][C:12]3[C:17]([C:9]=2[CH2:8][CH2:7][C:4]2[CH:5]=[CH:6][N:1]=[CH:2][CH:3]=2)=[CH:16][CH:15]=[CH:14][CH:13]=3)[CH2:22][CH2:21]1. Reported procedure: 3-(2-pyridin-4-ylethyl)-1H-indole (667 mg, 3 mmol, synthesis cf. WO2008009415, indole unit Ind-14) together with 4-(methylamino)-4-phenylcyclohexanone (610 mg, 3 mmol, synthesis cf. WO2008009415, ketone unit Ket-15) was dissolved in abs. dichloromethane (45 ml) and mixed with trifluoromethane sulphonic acid (0.613 ml, 6.9 mmol). The batch was stirred for 64 h at RT, and a brown oil separated out. For work up the reaction solution was mixed with 1N NaOH (30 ml) and methanol (10 ml). The mixture w... Reactants: CC1=CC=C(C=C1)S(=O)(=O)OCCC1=CCC2=CC=C(C=C12)OC (2-(5-methoxy-1H-inden-3-yl)ethyl 4-methylbenzenesulphonate), COC1=CC=C2C=CC=C(C2=C1)N1CCNCC1 (1-(7-methoxynaphth-1-yl)piperazine). Run in ClCCl (dichloromethane). Conditions: temperature 130 celsius. Yields the product COC=1C=C2C(=CCC2=CC1)CCN1CCN(CC1)C1=CC=CC2=CC=C(C=C12)OC (1-[2-(5-Methoxy-1H-inden-3-yl)ethyl]-4-(7-methoxynaphth-1-yl)piperazine). Yield: 164.0%. As a reaction SMILES: CC1C=CC(S(O[CH2:12][CH2:13][C:14]2[C:22]3[C:17](=[CH:18][CH:19]=[C:20]([O:23][CH3:24])[CH:21]=3)[CH2:16][CH:15]=2)(=O)=O)=CC=1.[CH3:25][O:26][C:27]1[CH:36]=[C:35]2[C:30]([CH:31]=[CH:32][CH:33]=[C:34]2[N:37]2[CH2:42][CH2:41][NH:40][CH2:39][CH2:38]2)=[CH:29][CH:28]=1>ClCCl>[CH3:24][O:23][C:20]1[CH:21]=[C:22]2[C:17](=[CH:18][CH:19]=1)[CH2:16][CH:15]=[C:14]2[CH2:13][CH2:12][N:40]1[CH2:39][CH2:38][N:37]([C:34]2[C:35]3[C:30](=[CH:29][CH:28]=[C:27]([O:26][CH3:25])[CH:36]=3)[CH:31]=[CH:32][CH:33]=2)[CH2:42][CH2:41]1. Reported procedure: 2.07 g (0.006 mol) of 2-(5-methoxy-1H-inden-3-yl)ethyl 4-methylbenzenesulphonate and 2.90 g (0.012 mol) of 1-(7-methoxynaphth-1-yl)piperazine are mixed and the mixture is stirred, is placed under an argon atmosphere and is heated in an oil bath at 130° C. for 2 h. The mixture is taken up in dichloromethane, the solution is washed with water, with dilute sodium hydroxide and then again with water, is dried over magnesium sulphate and is filtered and the filtrate is evaporated under reduced pressu...